Dataset: the Open Reaction Database (ORD), a public repository of structured organic reaction records. Task: describe an organic reaction: reactants, conditions, products, and yield Reactants: CC(CC(C)=O)=O (2,4-pentanedione), FC=1C=C(C=O)C=CC1S(=O)(=O)C (3-fluoro-4-methylsulfonylbenzaldehyde), N1CCCCC1 (piperidine), C(=O)O (formic acid). Run in CN(C)C=O (DMF), O (water). Reaction conditions: temperature 20 celsius. Yields the product FC=1C=C(C=CC1S(=O)(=O)C)C=C(C(C)=O)C(C)=O (3-{[3-Fluoro-4-(methylsulfonyl)-phenyl]methylene}-2,4-pentanedione). Reaction SMILES: [F:1][C:2]1[CH:3]=[C:4]([CH:7]=[CH:8][C:9]=1[S:10]([CH3:13])(=[O:12])=[O:11])[CH:5]=O.N1CCCCC1.C(O)=O.[CH3:23][C:24](=[O:29])[CH2:25][C:26](=[O:28])[CH3:27]>CN(C=O)C.O>[F:1][C:2]1[CH:3]=[C:4]([CH:5]=[C:25]([C:24](=[O:29])[CH3:23])[C:26](=[O:28])[CH3:27])[CH:7]=[CH:8][C:9]=1[S:10]([CH3:13])(=[O:12])=[O:11]. Reported procedure: To a solution containing 0.93 g 3-fluoro-4-methylsulfonylbenzaldehyde, 0.05 ml piperidine and 0.02 ml formic acid in 20 ml DMF was added 1.04 ml 2,4-pentanedione with stirring at 20° C. The solution was stirred overnight at 20° C. and poured into water. The product was extracted with ethyl acetate and washed with water and evaporated to dryness in vacuo. The residue was crystallized from methanol, yield 0.48 g (30%), mp. 140-143° C. 1H-NMR (DMSO-d6, 400 MHz): 2.28 (s, 3 H, CH3), 2.50 (s, 3 H, CH... Reactants: IC1=NC=CN=C1 (2-iodopyrazine), O (water), O1C(OCC1)C=1C(=CC(=C(C1)B1OC(C(O1)(C)C)(C)C)OC)OC (2-(5-[1.3]Dioxolan-2-yl-2,4-dimethoxy-phenyl)-4,4,5,5-tetramethyl-[1,3,2]dioxaborolane), C(=O)([O-])[O-].[Na+].[Na+] (Na2CO3). The reagents and catalysts are C=1C=CC(=CC1)[P](C=2C=CC=CC2)(C=3C=CC=CC3)[Pd]([P](C=4C=CC=CC4)(C=5C=CC=CC5)C=6C=CC=CC6)([P](C=7C=CC=CC7)(C=8C=CC=CC8)C=9C=CC=CC9)[P](C=1C=CC=CC1)(C=1C=CC=CC1)C=1C=CC=CC1 (Tetrakis(triphenylphosphine)palladium(0)). Run in COCCOC (DME). Yields the product O1C(OCC1)C=1C(=CC(=C(C1)C1=NC=CN=C1)OC)OC (2-(5-[1,3]dioxolan-2-yl-2,4-dimethoxy-phenyl)-pyrazine). The yield is 59.0%. RXN SMILES: [O:1]1[CH2:5][CH2:4][O:3][CH:2]1[C:6]1[C:7]([O:23][CH3:24])=[CH:8][C:9]([O:21][CH3:22])=[C:10](B2OC(C)(C)C(C)(C)O2)[CH:11]=1.I[C:26]1[CH:31]=[N:30][CH:29]=[CH:28][N:27]=1.C([O-])([O-])=O.[Na+].[Na+].O>COCCOC.C1C=CC([P]([Pd]([P](C2C=CC=CC=2)(C2C=CC=CC=2)C2C=CC=CC=2)([P](C2C=CC=CC=2)(C2C=CC=CC=2)C2C=CC=CC=2)[P](C2C=CC=CC=2)(C2C=CC=CC=2)C2C=CC=CC=2)(C2C=CC=CC=2)C2C=CC=CC=2)=CC=1>[O:3]1[CH2:4][CH2:5][O:1][CH:2]1[C:6]1[C:7]([O:23][CH3:24])=[CH:8][C:9]([O:21][CH3:22])=[C:10]([C:26]2[CH:31]=[N:30][CH:29]=[CH:28][N:27]=2)[CH:11]=1 |f:2.3.4,^1:48,50,69,88|. Reported procedure: Ex-46C: 2-(5-[1.3]Dioxolan-2-yl-2,4-dimethoxy-phenyl)-4,4,5,5-tetramethyl-[1,3,2]dioxaborolane (Ex-46B, 2.22 g, 6.60 mmol, containing borolane impurity) was dissolved in DME (60 mL) and 2-iodopyrazine (0.59 mL, 6.0 mmol) was added. 2M aqueous Na2CO3 (17.8 mL, 35.6 mmol) was added and the mixture was purged with nitrogen for 20 min. Tetrakis(triphenylphosphine)palladium(0) (0.69 g, 0.60 mmol) was added and the mixture was heated at reflux for 2.5 h. After cooling, water (50 mL) was added and the ... Reactants: C(C1=CC=CC=C1)ONC(=O)CCNC(=O)C1=CC=C2C(=NN(C2=C1)C1CCCC1)CC (1-cyclopentyl-3-ethyl-1H-indazole-6-carboxylic acid (2-benzyloxycarbamoyl-ethyl)-amide). Reagents/catalysts: [OH-].[OH-].[Pd+2] (Pd(OH)2/C). The product is ONC(=O)CCNC(=O)C1=CC=C2C(=NN(C2=C1)C1CCCC1)CC (1-Cyclopentyl-3-ethyl-1H-indazole-6-carboxylic acid (2-hydroxycarbamoyl-ethyl)-amide). Isolated yield 91.4%. RXN SMILES: C([O:8][NH:9][C:10]([CH2:12][CH2:13][NH:14][C:15]([C:17]1[CH:25]=[C:24]2[C:20]([C:21]([CH2:31][CH3:32])=[N:22][N:23]2[CH:26]2[CH2:30][CH2:29][CH2:28][CH2:27]2)=[CH:19][CH:18]=1)=[O:16])=[O:11])C1C=CC=CC=1>[OH-].[OH-].[Pd+2]>[OH:8][NH:9][C:10]([CH2:12][CH2:13][NH:14][C:15]([C:17]1[CH:25]=[C:24]2[C:20]([C:21]([CH2:31][CH3:32])=[N:22][N:23]2[CH:26]2[CH2:30][CH2:29][CH2:28][CH2:27]2)=[CH:19][CH:18]=1)=[O:16])=[O:11] |f:1.2.3|. Procedure details: This compound was prepared according to the method of Example 38, using 203 mg (0.467 mmol, 1.0 equiv) 1-cyclopentyl-3-ethyl-1H-indazole-6-carboxylic acid (2-benzyloxycarbamoyl-ethyl)-amide as starting material and 50 mg of Pd(OH)2/C (Pearlman's catalyst) as catalyst, to give 147 mg (91%) of a white powder: mp 166-169° C.; Anal. calcd for C18H24N4O3: C, 62.77;H, 7.02; N, 16.27. Found: C, 62.58; H, 7.12; N, 16.27.